This data is from the Open Reaction Database (ORD), a public repository of structured organic reaction records. The task is: describe an organic reaction: reactants, conditions, products, and yield Starting materials: C(C)OC1OC=2CCCC(C2C1)=O (2-ethoxy-4-oxo-2,3,4,5,6,7-hexahydrocoumarone), N (ammonia). Reaction conditions: temperature 100 celsius. Product: O=C1C=2C=CNC2CCC1 (4-oxo-4,5,6,7-tetrahydroindole). The yield is 54.0%. As a reaction SMILES: C(O[CH:4]1[CH2:12][C:11]2[C:10](=O)[CH2:9][CH2:8][CH2:7][C:6]=2[O:5]1)C.[NH3:14]>>[O:5]=[C:6]1[CH2:7][CH2:8][CH2:9][C:10]2[NH:14][CH:4]=[CH:12][C:11]1=2. Procedure details: 96.5 mg of 2-ethoxy-4-oxo-2,3,4,5,6,7-hexahydrocoumarone and 1.5 ml of 28% aqueous ammonia were admixed in a glass tube which was sealed and heated at 100° C. for 14 hours. The reaction mixture was treated in the same manner as Example 11 to give 38.4 mg of 4-oxo-4,5,6,7-tetrahydroindole (yield 54%). Reactants: CCCCP(CCCC)CCCC, Cc1ccccc1, OCc1cccc2nc(-c3ccc(C(F)(F)F)cc3)oc12, O=C(N=NC(=O)N1CCCCC1)N1CCCCC1, CCOC(=O)COc1ccc(S)cc1C. Product: CCOC(=O)COc1ccc(SCc2cccc3nc(-c4ccc(C(F)(F)F)cc4)oc23)cc1C. RXN SMILES: [CH2:1]([P:2]([CH2:3][CH2:4][CH2:5][CH3:6])[CH2:7][CH2:8][CH2:9][CH3:10])[CH2:11][CH2:12][CH3:13].[CH3:68][c:69]1[cH:70][cH:71][cH:72][cH:73][cH:74]1.[F:29][C:30]([c:31]1[cH:32][cH:33][c:34](-[c:37]2[o:38][c:39]3[c:40]([n:41]2)[cH:42][cH:43][cH:44][c:45]3[CH2:46][OH:47])[cH:35][cH:36]1)([F:48])[F:49].[N:50]([C:51]([N:52]1[CH2:53][CH2:54][CH2:55][CH2:56][CH2:57]1)=[O:58])=[N:59][C:60]([N:61]1[CH2:62][CH2:63][CH2:64][CH2:65][CH2:66]1)=[O:67].[SH:14][c:15]1[cH:16][c:17]([CH3:28])[c:18]([O:19][CH2:20][C:21](=[O:22])[O:23][CH2:24][CH3:25])[cH:26][cH:27]1>>[S:14]([c:15]1[cH:16][c:17]([CH3:28])[c:18]([O:19][CH2:20][C:21](=[O:22])[O:23][CH2:24][CH3:25])[cH:26][cH:27]1)[CH2:46][c:45]1[c:39]2[o:38][c:37](-[c:34]3[cH:33][cH:32][c:31]([C:30]([F:29])([F:48])[F:49])[cH:36][cH:35]3)[n:41][c:40]2[cH:42][cH:43][cH:44]1. Reactants: OC=1C(=C(OCCCCC#N)C=CC1C(C1=C(C=CC=C1)O)=O)CCC (5-[3-hydroxy-4-(2 -hydroxybenzoyl)-2-propylphenoxy]pentanenitrile), [OH-].[K+] (potassium hydroxide), CO.O (methanol water), Cl (hydrochloric acid). Yields the product OC=1C(=C(OCCCCC(=O)O)C=CC1C(C1=C(C=CC=C1)O)=O)CCC (5-[3-Hydroxy- 4-(2-hydroxybenzoyl)-2 -propylphenoxy]pentanoic acid). Reaction SMILES: [OH:1][C:2]1[C:3]([CH2:24][CH2:25][CH3:26])=[C:4]([CH:12]=[CH:13][C:14]=1[C:15](=[O:23])[C:16]1[CH:21]=[CH:20][CH:19]=[CH:18][C:17]=1[OH:22])[O:5][CH2:6][CH2:7][CH2:8][CH2:9][C:10]#N.[OH-:27].[K+].Cl.C[OH:31].O>>[OH:1][C:2]1[C:3]([CH2:24][CH2:25][CH3:26])=[C:4]([CH:12]=[CH:13][C:14]=1[C:15](=[O:23])[C:16]1[CH:21]=[CH:20][CH:19]=[CH:18][C:17]=1[OH:22])[O:5][CH2:6][CH2:7][CH2:8][CH2:9][C:10]([OH:31])=[O:27] |f:1.2,4.5|. Procedure: A solution of 10 g of 5-[3-hydroxy-4-(2 -hydroxybenzoyl)-2-propylphenoxy]pentanenitrile and 12.9 g of potassium hydroxide in approximately 250 ml of 10% methanol/water was heated at reflux for 5 days. The solution was cooled to room temperature, acidified with hydrochloric acid. The crude product which precipitated was recovered by filtration and purified by high pressure liquid chromatography over silica gel eluting with a 30-40% ethyl acetate in hexane gradient containing 0.5% acetic acid. The... The reactants are NC[C@@H]1O[C@@H](OC[C@@H]1C\C=C/CCCC(=O)O)C ((2R,4R,5S)-4-aminomethyl-5-[(Z)-6-carboxy-2-hexenyl]-2-methyl-1,3-dioxane), C1(=CC=CC=C1)N=C=O (phenylisocyanate), O (water). Solvent: C(C)(=O)OCC (ethyl acetate), N1=CC=CC=C1 (pyridine). Run at time 1 hour. The product is C(=O)(O)CCC\C=C/C[C@@H]1[C@@H](O[C@@H](OC1)C)CNC(=O)NC1=CC=CC=C1 ((2R,4R,5S)-5-[(Z)-6-carboxy-2-hexenyl]-2-methyl-4-(3-phenylureidomethyl)-1,3-dioxane). As a reaction SMILES: [NH2:1][CH2:2][C@H:3]1[C@@H:8]([CH2:9]/[CH:10]=[CH:11]\[CH2:12][CH2:13][CH2:14][C:15]([OH:17])=[O:16])[CH2:7][O:6][C@@H:5]([CH3:18])[O:4]1.[C:19]1([N:25]=[C:26]=[O:27])[CH:24]=[CH:23][CH:22]=[CH:21][CH:20]=1.O>N1C=CC=CC=1.C(OCC)(=O)C>[C:15]([CH2:14][CH2:13][CH2:12]/[CH:11]=[CH:10]\[CH2:9][C@H:8]1[CH2:7][O:6][C@@H:5]([CH3:18])[O:4][C@H:3]1[CH2:2][NH:1][C:26]([NH:25][C:19]1[CH:24]=[CH:23][CH:22]=[CH:21][CH:20]=1)=[O:27])([OH:17])=[O:16]. Reported procedure: To a solution of (2R,4R,5S)-4-aminomethyl-5-[(Z)-6-carboxy-2-hexenyl]-2-methyl-1,3-dioxane (50 mg) in pyridine (0.5 ml) was added phenylisocyanate (0.1 ml) and stirred at room temperature for 1 hour. To this mixture water (1 ml) was added and stirred for 2 hours. The reaction mixture was diluted with ethyl acetate and the organic layer was washed with 1N hydrochloric acid. The organic layer was evaporated in vacuo and the crude residue was purified with preparative TLC to give (2R,4R,5S)-5-[(Z)-... Reactants: B1(OCCCO1)C2=CN=CC=C2 (pyridine-3-boronic acid 1,3-propanediol cyclic ester), COCCC(=O)Cl (methoxypropanoyl chloride), BrC=1C=CC=2C3=C(C(=NC2C1)N)N=C(N3CC(C)C)CCOC (7-Bromo-2-(2-methoxyethyl)-1-(2-methylpropyl)-1H-imidazo[4,5-c]quinolin-4-amine). Product: BrC=1C=CC=2C3=C(C(=NC2C1)N)N=C(N3CC(C)C)CCOC (7-Bromo-2-(2-methoxyethyl)-1-(2-methylpropyl)-1H-imidazo[4,5-c]quinolin-4-amine), COCCC=1N(C2=C(C(=NC=3C=C(C=CC23)C=2C=NC=CC2)N)N1)CC(C)C (2-(2-methoxyethyl)-1-(2-methylpropyl)-7-(pyridin-3-yl)-1H-imidazo[4,5-c]quinolin-4-amine). As a reaction SMILES: COCCC(Cl)=O.[Br:8][C:9]1[CH:10]=[CH:11][C:12]2[C:13]3[N:22]([CH2:23][CH:24]([CH3:26])[CH3:25])[C:21]([CH2:27][CH2:28][O:29][CH3:30])=[N:20][C:14]=3[C:15]([NH2:19])=[N:16][C:17]=2[CH:18]=1.B1([C:37]2[CH:42]=[CH:41][CH:40]=[N:39][CH:38]=2)OCCCO1>>[Br:8][C:9]1[CH:10]=[CH:11][C:12]2[C:13]3[N:22]([CH2:23][CH:24]([CH3:26])[CH3:25])[C:21]([CH2:27][CH2:28][O:29][CH3:30])=[N:20][C:14]=3[C:15]([NH2:19])=[N:16][C:17]=2[CH:18]=1.[CH3:30][O:29][CH2:28][CH2:27][C:21]1[N:22]([CH2:23][CH:24]([CH3:26])[CH3:25])[C:13]2[C:12]3[CH:11]=[CH:10][C:9]([C:37]4[CH:38]=[N:39][CH:40]=[CH:41][CH:42]=4)=[CH:18][C:17]=3[N:16]=[C:15]([NH2:19])[C:14]=2[N:20]=1. Procedure: 7-Bromo-2-(2-methoxyethyl)-1-(2-methylpropyl)-1H-imidazo[4,5-c]quinolin-4-amine was prepared according to the procedures described in Parts A and B of Example 9 using methoxypropanoyl chloride instead of ethoxyacetyl chloride. 7-Bromo-2-(2-methoxyethyl)-1-(2-methylpropyl)-1H-imidazo[4,5-c]quinolin-4-amine was coupled with pyridine-3-boronic acid 1,3-propanediol cyclic ester according to the method described in Examples 118–121. The reaction was heated at reflux overnight, and the work-up procedu... The reactants are O=C([O-])[O-], C1CCNC1, CC#N, O=S(=O)(c1ccc(Cl)cc1)C(CCCCCl)c1cc(F)ccc1F, [I-], [K+], [K+], [K+]. The product is O=S(=O)(c1ccc(Cl)cc1)C(CCCCN1CCCC1)c1cc(F)ccc1F, Cl. RXN SMILES: [C:30](=[O:31])([O-:32])[O-:33].[CH2:25]1[CH2:26][CH2:27][NH:28][CH2:29]1.[CH3:38][C:39]#[N:40].[Cl:1][CH2:2][CH2:3][CH2:4][CH2:5][CH:6]([S:7](=[O:8])(=[O:9])[c:10]1[cH:11][cH:12][c:13]([Cl:16])[cH:14][cH:15]1)[c:17]1[c:18]([F:24])[cH:19][cH:20][c:21]([F:23])[cH:22]1.[I-:37].[K+:34].[K+:35].[K+:36]>>[CH2:2]([CH2:3][CH2:4][CH2:5][CH:6]([S:7](=[O:8])(=[O:9])[c:10]1[cH:11][cH:12][c:13]([Cl:16])[cH:14][cH:15]1)[c:17]1[c:18]([F:24])[cH:19][cH:20][c:21]([F:23])[cH:22]1)[N:28]1[CH2:27][CH2:26][CH2:25][CH2:29]1.[ClH:1].